This data is from the Open Reaction Database (ORD), a public repository of structured organic reaction records. The task is: describe an organic reaction: reactants, conditions, products, and yield Starting materials: Cl (hydrochloric acid), C(C)N(CC(C)N1C2=CC=CC=C2SC=2C=CC(=CC12)C(=N)NCC(CC)C)CC (10-[(2RS)-1-diethylamino-2-propyl]-N-[(2RS)-2-methylbutyl]-2-phenothiazinecarboxamidine). Run in CC(=O)C (acetone), CC(=O)C (acetone). Run at temperature 25 celsius, time 3 hour. The product is Cl.Cl.C(C)N(CC(C)N1C2=CC=CC=C2SC=2C=CC(=CC12)C(=N)NCC(CC)C)CC (10-[(2RS)-1-diethylamino-2-propyl]-N-[(2RS)-2-methylbutyl]-2-phenothiazinecarboxamidine dihydrochloride). As a reaction SMILES: [ClH:1].[CH2:2]([N:4]([CH2:30][CH3:31])[CH2:5][CH:6]([N:8]1[C:21]2[CH:20]=[C:19]([C:22]([NH:24][CH2:25][CH:26]([CH3:29])[CH2:27][CH3:28])=[NH:23])[CH:18]=[CH:17][C:16]=2[S:15][C:14]2[C:9]1=[CH:10][CH:11]=[CH:12][CH:13]=2)[CH3:7])[CH3:3]>CC(C)=O>[ClH:1].[ClH:1].[CH2:30]([N:4]([CH2:2][CH3:3])[CH2:5][CH:6]([N:8]1[C:21]2[CH:20]=[C:19]([C:22]([NH:24][CH2:25][CH:26]([CH3:29])[CH2:27][CH3:28])=[NH:23])[CH:18]=[CH:17][C:16]=2[S:15][C:14]2[C:9]1=[CH:10][CH:11]=[CH:12][CH:13]=2)[CH3:7])[CH3:31] |f:3.4.5|. Reported procedure: A 3.5N acetone solution (2.24 cc) of hydrochloric acid is added dropwise to an acetone solution (11 cc) of 10-[(2RS)-1-diethylamino-2-propyl]-N-[(2RS)-2-methylbutyl]-2-phenothiazinecarboxamidine (1.11 g). The mixture is stirred for 3 hours at 25° C. and then concentrated to dryness under reduced pressure (30 mm Hg; 4 kPa) at 50° C. The residue is taken up in ethyl ether (50 cc) and the suspension is kept stirred for 3 hours at 25° C. The solid is filtered off on sintered glass, washed with ethyl... Starting materials: CC1=CC=C(C=C1)S(=O)(=O)OCC1OC2=C(C=C(C=C2C=C1)F)C1=C(C=CC=C1)Cl ([8-(2-chlorophenyl)-6-fluoro-2H-chromen-2-yl]methyl 4-methylbenzenesulfonate), CN (methylamine), [OH-].[Na+] (sodium hydroxide). The yield is 44.5%. Reaction conditions: temperature 60 celsius. Reaction SMILES: CC1C=CC(S(O[CH2:12][CH:13]2[CH:22]=[CH:21][C:20]3[C:15](=[C:16]([C:24]4[CH:29]=[CH:28][CH:27]=[CH:26][C:25]=4[Cl:30])[CH:17]=[C:18]([F:23])[CH:19]=3)[O:14]2)(=O)=O)=CC=1.[CH3:31][NH2:32].[OH-].[Na+]>CS(C)=O>[Cl:30][C:25]1[CH:26]=[CH:27][CH:28]=[CH:29][C:24]=1[C:16]1[CH:17]=[C:18]([F:23])[CH:19]=[C:20]2[C:15]=1[O:14][CH:13]([CH2:12][NH:32][CH3:31])[CH:22]=[CH:21]2 |f:2.3|. The product is ClC1=C(C=CC=C1)C=1C=C(C=C2C=CC(OC12)CNC)F ({[8-(2-chlorophenyl)-6-fluoro-2H-chromen-2-yl]methyl}methylamine). Solvent: CS(=O)C (dimethyl sulfoxide). Procedure details: To a solution of [8-(2-chlorophenyl)-6-fluoro-2H-chromen-2-yl]methyl 4-methylbenzenesulfonate (0.33 g, 0.748 mmol) in anhydrous dimethyl sulfoxide (1.2 mL) was added a solution of methylamine (2.0 M in tetrahydrofuran, 3.74 mL, 7.48 mmol) and the mixture heated to 60° C. in a sealed vial for 2 days. The cooled reaction mixture was then poured into 2.0 M aqueous sodium hydroxide solution (40 mL) and the product extracted with ethyl acetate (50 mL). The separated organic extract was washed with wa... The reactants are crude product, COC=1C=C(C(C(=O)O)=CC1)N (4-methoxyanthranilic acid), Cl (HCl), N(=O)[O-].[Na+] (NaNO2), [I-].[K+] (potassium iodide), OS(=O)(=O)O (H2SO4), II (iodine). Run in C1(=CC=CC=C1)C (toluene), O (water), O (water), O (water). Reaction conditions: temperature 75 celsius. Yields the product IC1=C(C(=O)O)C=CC(=C1)OC (2-iodo-4-methoxybenzoic acid). Yield: 52.0%. RXN SMILES: [CH3:1][O:2][C:3]1[CH:4]=[C:5](N)[C:6](=[CH:10][CH:11]=1)[C:7]([OH:9])=[O:8].Cl.N([O-])=O.[Na+].[I-:18].[K+].OS(O)(=O)=O.II>O.C1(C)C=CC=CC=1>[I:18][C:5]1[CH:4]=[C:3]([O:2][CH3:1])[CH:11]=[CH:10][C:6]=1[C:7]([OH:9])=[O:8] |f:2.3,4.5|. Procedure: A mixture of 4-methoxyanthranilic acid (30.5 g, 0.18 mol), water (274.5 ml), and concentrated HCl (36.6 ml) was heated at 75° C. to effect solution and then was cooled to 0° C. The mixture was then treated with NaNO2 (13.3 g) in water (27.5 ml), followed by potassium iodide (45.75 g) in a water (75 ml)/H2SO4 (10.1 ml) solution. The reaction mixture was heated on a steam bath for 2 hours, then excess iodine was steam distilled. The reaction mixture was then cooled and the product was collected by... Reactants: BrCC1=NN(C2=CC=CC=C12)C(=O)OC(C)(C)C (3-bromomethyl-1-tert-butoxycarbonyl-1H-indazole), O (water), [H-].[Na+] (Sodium Hydride), O=C1CC(N(C2=C(N1CC(=O)N(C1=CC3=C(C=C1)OCO3)C(C)C)C=CC=C2)C2=CC=CC=C2)=O (2-(-2,4-dioxo-5-phenyl-2,3,4,5-tetrahydrobenzo[b][1,4]diazepin-1-yl)-N-isopropyl-N-(3,4-methylenedioxy-phenyl) acetamide), resultant mixture. Run in CN(C)C=O (DMF). Run at time 22 hour. Yields the product C(C)(C)(C)OC(=O)N1N=C(C2=CC=CC=C12)CC1C(N(C2=C(N(C1=O)CC(=O)N(C1=CC3=C(C=C1)OCO3)C(C)C)C=CC=C2)C2=CC=CC=C2)=O (2-[3-(1-tert-butoxycarbonyl-1H-indazol-3-ylmethyl)-2,4-dioxo-5-phenyl-2,3,4,5-tetrahydrobenzo[b][1,4]diazepin-1-yl]-N-isopropyl-N-(3,4-methylenedioxy-phenyl) acetamide). Yield: 27.6%. RXN SMILES: [H-].[Na+].[O:3]=[C:4]1[N:10]([CH2:11][C:12]([N:14]([CH:24]([CH3:26])[CH3:25])[C:15]2[CH:20]=[CH:19][C:18]3[O:21][CH2:22][O:23][C:17]=3[CH:16]=2)=[O:13])[C:9]2[CH:27]=[CH:28][CH:29]=[CH:30][C:8]=2[N:7]([C:31]2[CH:36]=[CH:35][CH:34]=[CH:33][CH:32]=2)[C:6](=[O:37])[CH2:5]1.Br[CH2:39][C:40]1[C:48]2[C:43](=[CH:44][CH:45]=[CH:46][CH:47]=2)[N:42]([C:49]([O:51][C:52]([CH3:55])([CH3:54])[CH3:53])=[O:50])[N:41]=1.O>CN(C=O)C>[C:52]([O:51][C:49]([N:42]1[C:43]2[C:48](=[CH:47][CH:46]=[CH:45][CH:44]=2)[C:40]([CH2:39][CH:5]2[C:4](=[O:3])[N:10]([CH2:11][C:12]([N:14]([CH:24]([CH3:26])[CH3:25])[C:15]3[CH:20]=[CH:19][C:18]4[O:21][CH2:22][O:23][C:17]=4[CH:16]=3)=[O:13])[C:9]3[CH:27]=[CH:28][CH:29]=[CH:30][C:8]=3[N:7]([C:31]3[CH:36]=[CH:35][CH:34]=[CH:33][CH:32]=3)[C:6]2=[O:37])=[N:41]1)=[O:50])([CH3:55])([CH3:54])[CH3:53] |f:0.1|. Procedure details: 31 mg of Sodium Hydride (60% in oil) is added to a solution of 2-(-2,4-dioxo-5-phenyl-2,3,4,5-tetrahydrobenzo[b][1,4]diazepin-1-yl)-N-isopropyl-N-(3,4-methylenedioxy-phenyl) acetamide (300 mg. 0.636 mmol) in DMF (10 mL ) and the resultant mixture stirred at RT for 0.5 h prior to the addition of 3-bromomethyl-1-tert-butoxycarbonyl-1H-indazole (197 mg, 0.636 mmol) to the reaction mixture. After 22 h, 10 mL of water is added and the resultant mixture extracted into ethyl acetate (3×10 mL). The comb... Reactants: CSC1=NN=C(S1)N=C=O (5-Methylthio-1,3,4-thiadiazol-2-yl isocyanate), dimethyl acetal, C(C)NC(C=O)COC (2-ethylamino-3-methoxypropionaldehyde). Solvent: C1=CC=CC=C1 (benzene), C1=CC=CC=C1 (benzene). The product is dimethyl acetal, C(C)N(C(=O)NC=1SC(=NN1)SC)C(C=O)COC (2-[1-ethyl-3-(5-methylthio-1,3,4-thiadiazol-2-yl)-ureido]-3-methoxypropionaldehyde). RXN SMILES: [CH3:1][S:2][C:3]1[S:7][C:6]([N:8]=[C:9]=[O:10])=[N:5][N:4]=1.[CH2:11]([NH:13][CH:14]([CH2:17][O:18][CH3:19])[CH:15]=[O:16])[CH3:12]>C1C=CC=CC=1>[CH2:11]([N:13]([CH:14]([CH2:17][O:18][CH3:19])[CH:15]=[O:16])[C:9]([NH:8][C:6]1[S:7][C:3]([S:2][CH3:1])=[N:4][N:5]=1)=[O:10])[CH3:12]. Reported procedure: 5-Methylthio-1,3,4-thiadiazol-2-yl isocyanate dimer (0.05 mole), the dimethyl acetal of 2-ethylamino-3-methoxypropionaldehyde (0.1 mole) and benzene (60 ml) are charged into a glass reaction vessel equipped with a mechanical stirrer, thermometer and reflux condenser. The reaction mixture is heated at reflux for a period of about 30 minutes. After this time the mixture is stripped of benzene under reduced pressure to yield a solid product as the residue. This residue is then recrystallized to yie... The reactants are CC12CCC3C(CCC4=CC(=O)CCC43CO)C1CCC2=O, Cl[Si](c1ccccc1)(c1ccccc1)c1ccccc1, c1ccncc1, c1ccccc1. Yields the product CC12CCC3C(CCC4=CC(=O)CCC43CO[Si](c3ccccc3)(c3ccccc3)c3ccccc3)C1CCC2=O. Reaction SMILES: [OH:1][CH2:2][C:3]12[CH2:4][CH2:5][C:6](=[O:22])[CH:7]=[C:8]1[CH2:9][CH2:10][CH:11]1[CH:12]3[CH2:13][CH2:14][C:15](=[O:21])[C:16]3([CH3:17])[CH2:18][CH2:19][CH:20]21.[c:23]1([Si:29]([Cl:30])([c:31]2[cH:32][cH:33][cH:34][cH:35][cH:36]2)[c:37]2[cH:38][cH:39][cH:40][cH:41][cH:42]2)[cH:24][cH:25][cH:26][cH:27][cH:28]1.[cH:43]1[cH:44][cH:45][n:46][cH:47][cH:48]1.[cH:49]1[cH:50][cH:51][cH:52][cH:53][cH:54]1>>[O:1]([CH2:2][C:3]12[CH2:4][CH2:5][C:6](=[O:22])[CH:7]=[C:8]1[CH2:9][CH2:10][CH:11]1[CH:12]3[CH2:13][CH2:14][C:15](=[O:21])[C:16]3([CH3:17])[CH2:18][CH2:19][CH:20]21)[Si:29]([c:23]1[cH:24][cH:25][cH:26][cH:27][cH:28]1)([c:31]1[cH:32][cH:33][cH:34][cH:35][cH:36]1)[c:37]1[cH:38][cH:39][cH:40][cH:41][cH:42]1. Starting materials: Fc1cccc2c1CCc1c(F)cccc1C2=CBr, CS(=O)(=O)Nc1cccc(B(O)O)c1. The product is CS(=O)(=O)Nc1cccc(C=C2c3cccc(F)c3CCc3c(F)cccc32)c1. As a reaction SMILES: [Br:15][CH:16]=[C:17]1[c:18]2[c:19]([c:29]([F:33])[cH:30][cH:31][cH:32]2)[CH2:20][CH2:21][c:22]2[c:23]1[cH:24][cH:25][cH:26][c:27]2[F:28].[CH3:1][S:2](=[O:3])(=[O:4])[NH:5][c:6]1[cH:7][c:8]([B:12]([OH:13])[OH:14])[cH:9][cH:10][cH:11]1>>[CH3:1][S:2](=[O:3])(=[O:4])[NH:5][c:6]1[cH:7][c:8]([CH:16]=[C:17]2[c:18]3[c:19]([c:29]([F:33])[cH:30][cH:31][cH:32]3)[CH2:20][CH2:21][c:22]3[c:23]2[cH:24][cH:25][cH:26][c:27]3[F:28])[cH:9][cH:10][cH:11]1. Reactants: CCCCCCCCCCCCCCN, O=CC(O)C(O)C(O)C(O)CO. The product is NCCCCCCCCCCCCCCC1OC(CO)C(O)C(O)C1O. As a reaction SMILES: [CH2:13]([CH2:14][CH2:15][CH2:16][CH2:17][CH2:18][CH2:19][CH2:20][CH2:21][CH2:22][CH2:23][CH2:24][CH2:25][CH3:26])[NH2:27].[O:1]=[CH:2][CH:3]([OH:4])[CH:5]([OH:6])[CH:7]([OH:8])[CH:9]([OH:10])[CH2:11][OH:12]>>[CH:2]1([CH2:26][CH2:25][CH2:24][CH2:23][CH2:22][CH2:21][CH2:20][CH2:19][CH2:18][CH2:17][CH2:16][CH2:15][CH2:14][CH2:13][NH2:27])[CH:3]([OH:4])[CH:5]([OH:6])[CH:7]([OH:8])[CH:9]([CH2:11][OH:12])[O:10]1.